This data is from the Open Reaction Database (ORD), a public repository of structured organic reaction records. The task is: describe an organic reaction: reactants, conditions, products, and yield Starting materials: CCCO, CCN=C=NCCCN(C)C, Cc1cc2c(cc1C)C(CC(=O)O)N(c1cccnc1)C2=O, CN(C)c1ccncc1, ClCCl, Cl. Yields the product CCCOC(=O)CC1c2cc(C)c(C)cc2C(=O)N1c1cccnc1. As a reaction SMILES: [CH2:23]([CH2:24][CH3:25])[OH:26].[CH2:28]([N:29]=[C:30]=[N:31][CH2:32][CH2:33][CH2:34][N:35]([CH3:36])[CH3:37])[CH3:38].[CH3:1][c:2]1[cH:3][c:4]2[c:8]([cH:9][c:10]1[CH3:11])[C:7](=[O:12])[N:6]([c:13]1[cH:14][n:15][cH:16][cH:17][cH:18]1)[CH:5]2[CH2:19][C:20](=[O:21])[OH:22].[CH3:39][N:40]([CH3:41])[c:42]1[cH:43][cH:44][n:45][cH:46][cH:47]1.[Cl:48][CH2:49][Cl:50].[ClH:27]>>[CH3:1][c:2]1[cH:3][c:4]2[c:8]([cH:9][c:10]1[CH3:11])[C:7](=[O:12])[N:6]([c:13]1[cH:14][n:15][cH:16][cH:17][cH:18]1)[CH:5]2[CH2:19][C:20](=[O:21])[O:22][CH2:23][CH2:24][CH3:25]. Starting materials: ClC1=NC=CC(=N1)C1=C(N=C2N1C=CC=C2)C=2C=CC(=C(C(=O)NC1=C(C=CC=C1F)F)C2)OC (5-[3-(2-Chloro-4-pyrimidinyl)imidazo[1,2-a]pyridin-2-yl]-N-(2,6-difluorophenyl)-2-(methyloxy)benzamide), C(C(F)(F)F)O (trifluoroethanol), COC1=C(N)C=CC(=C1)N1CCN(CC1)S(=O)(=O)C (2-(methyloxy)-4-[4-(methylsulfonyl)-1-piperazinyl]aniline), C1(=CC=C(C=C1)S(=O)(=O)O)C (p-toluenesulfonicacid), N (ammonia). The solvent is C(Cl)Cl (DCM), CO (MeOH). Conditions: temperature 100 celsius. The product is FC1=C(C(=CC=C1)F)NC(C1=C(C=CC(=C1)C=1N=C2N(C=CC=C2)C1C1=NC(=NC=C1)NC1=C(C=C(C=C1)N1CCN(CC1)S(=O)(=O)C)OC)OC)=O (N-(2,6-difluorophenyl)-2-(methyloxy)-5-{3-[2-({2-(methyloxy)-4-[4-(methylsulfonyl)-1-piperazinyl]phenyl}amino)-4-pyrimidinyl]imidazo[1,2-a]pyridin-2-yl}benzamide). The yield is 66.7%. Reaction SMILES: Cl[C:2]1[N:7]=[C:6]([C:8]2[N:12]3[CH:13]=[CH:14][CH:15]=[CH:16][C:11]3=[N:10][C:9]=2[C:17]2[CH:18]=[CH:19][C:20]([O:34][CH3:35])=[C:21]([CH:33]=2)[C:22]([NH:24][C:25]2[C:30]([F:31])=[CH:29][CH:28]=[CH:27][C:26]=2[F:32])=[O:23])[CH:5]=[CH:4][N:3]=1.[CH3:36][O:37][C:38]1[CH:44]=[C:43]([N:45]2[CH2:50][CH2:49][N:48]([S:51]([CH3:54])(=[O:53])=[O:52])[CH2:47][CH2:46]2)[CH:42]=[CH:41][C:39]=1[NH2:40].C1(C)C=CC(S(O)(=O)=O)=CC=1.C(O)C(F)(F)F.N>CO.C(Cl)Cl>[F:32][C:26]1[CH:27]=[CH:28][CH:29]=[C:30]([F:31])[C:25]=1[NH:24][C:22](=[O:23])[C:21]1[CH:33]=[C:17]([C:9]2[N:10]=[C:11]3[CH:16]=[CH:15][CH:14]=[CH:13][N:12]3[C:8]=2[C:6]2[CH:5]=[CH:4][N:3]=[C:2]([NH:40][C:39]3[CH:41]=[CH:42][C:43]([N:45]4[CH2:46][CH2:47][N:48]([S:51]([CH3:54])(=[O:53])=[O:52])[CH2:49][CH2:50]4)=[CH:44][C:38]=3[O:37][CH3:36])[N:7]=2)[CH:18]=[CH:19][C:20]=1[O:34][CH3:35]. Reported procedure: 5-[3-(2-Chloro-4-pyrimidinyl)imidazo[1,2-a]pyridin-2-yl]-N-(2,6-difluorophenyl)-2-(methyloxy)benzamide (Intermediate Example 2) (100 mg, 0.2 mmol), 2-(methyloxy)-4-[4-(methylsulfonyl)-1-piperazinyl]aniline (Example 232, step B) (51 mg, 0.18 mmol), and p-toluenesulfonicacid (93 mg, 0.49 mmol) were weighed into a 20 mL vial. 1 mL of trifluoroethanol was added and the mixture was heated to 100° C. for 72 h. 2 mL of 2 N ammonia in MeOH was added. The solvent was rotovaped down. The residue was taken... Procedure details: To a solution of 1.67 g (S)-(5-(tert-butyldimethylsilyloxy)-4-iodo-2-isopropyl-7,7-dimethyl-5,6,7,8-tetrahydroquinolin-3-ylmethanol in 50 ml tetrahydrofurane are added 6.8 ml of a 1 M solution of tetrabutylammonium fluoride in tetrahydrofurane. The solution is stirred for 2 hours at room temperature, then the solvent is evaporated in vacuo and the residue is redissolved in dichloromethane. After washing successively with water, saturated aqueous sodium bicarbonate and brine the organic phase is ... Reaction SMILES: [Si]([O:8][CH:9]1[CH2:18][C:17]([CH3:20])([CH3:19])[CH2:16][C:15]2[N:14]=[C:13]([CH:21]([CH3:23])[CH3:22])[C:12]([CH2:24][OH:25])=[C:11]([I:26])[C:10]1=2)(C(C)(C)C)(C)C.[F-].C([N+](CCCC)(CCCC)CCCC)CCC>O1CCCC1>[OH:25][CH2:24][C:12]1[C:13]([CH:21]([CH3:23])[CH3:22])=[N:14][C:15]2[CH2:16][C:17]([CH3:19])([CH3:20])[CH2:18][C@H:9]([OH:8])[C:10]=2[C:11]=1[I:26] |f:1.2|. Product: OCC=1C(=NC=2CC(C[C@@H](C2C1I)O)(C)C)C(C)C ((S)-3-(hydroxymethyl)-4-iodo-2-isopropyl-7,7-dimethyl-5,6,7,8-tetrahydroquinolin-5-ol). Conditions: time 2 hour. Solvent: O1CCCC1 (tetrahydrofurane), O1CCCC1 (tetrahydrofurane). The reactants are [Si](C)(C)(C(C)(C)C)OC1C=2C(=C(C(=NC2CC(C1)(C)C)C(C)C)CO)I (5-(tert-butyldimethylsilyloxy)-4-iodo-2-isopropyl-7,7-dimethyl-5,6,7,8-tetrahydroquinolin-3-ylmethanol), solution, [F-].C(CCC)[N+](CCCC)(CCCC)CCCC (tetrabutylammonium fluoride). Product: O=Cc1ccc(OCc2ccccc2)c(F)c1. Reactants: CC#N, ClCc1ccccc1, O=Cc1ccc(O)c(F)c1. As a reaction SMILES: [CH3:19][C:20]#[N:21].[Cl:11][CH2:12][c:13]1[cH:14][cH:15][cH:16][cH:17][cH:18]1.[F:1][c:2]1[cH:3][c:4]([CH:5]=[O:6])[cH:7][cH:8][c:9]1[OH:10]>>[F:1][c:2]1[cH:3][c:4]([CH:5]=[O:6])[cH:7][cH:8][c:9]1[O:10][CH2:12][c:13]1[cH:14][cH:15][cH:16][cH:17][cH:18]1. Reactants: BrB(Br)Br, CCOC(=O)c1sc(-c2ccc(OC)cc2)nc1C, ClCCl. Product: CCOC(=O)c1sc(-c2ccc(O)cc2)nc1C. As a reaction SMILES: [B:20]([Br:21])([Br:22])[Br:23].[CH2:1]([CH3:2])[O:3][C:4](=[O:5])[c:6]1[c:7]([CH3:19])[n:8][c:9](-[c:11]2[cH:12][cH:13][c:14]([O:17][CH3:18])[cH:15][cH:16]2)[s:10]1.[Cl:24][CH2:25][Cl:26]>>[CH2:1]([CH3:2])[O:3][C:4](=[O:5])[c:6]1[c:7]([CH3:19])[n:8][c:9](-[c:11]2[cH:12][cH:13][c:14]([OH:17])[cH:15][cH:16]2)[s:10]1. The reactants are CN(C(C1=C(C=C(C=C1)C(N)=O)S(NC(C)(C)C)(=O)=O)=O)C (N,N-dimethyl-2-tert-butylsulfamoyl-4-carbamoylbenzamide). Solvent: FC(C(=O)O)(F)F (trifluoroacetic acid). The product is CN(C(C1=C(C=C(C=C1)C(N)=O)S(N)(=O)=O)=O)C (N,N-dimethyl-4-carbamoyl-2-sulfamoylbenzamide). Reaction SMILES: [CH3:1][N:2]([CH3:22])[C:3](=[O:21])[C:4]1[CH:9]=[CH:8][C:7]([C:10](=[O:12])[NH2:11])=[CH:6][C:5]=1[S:13](=[O:20])(=[O:19])[NH:14]C(C)(C)C>FC(F)(F)C(O)=O>[CH3:1][N:2]([CH3:22])[C:3](=[O:21])[C:4]1[CH:9]=[CH:8][C:7]([C:10](=[O:12])[NH2:11])=[CH:6][C:5]=1[S:13](=[O:19])(=[O:20])[NH2:14]. Procedure details: At room temperature, 1.0 g (3.1 mmol) of N,N-dimethyl-2-tert-butylsulfamoyl-4-carbamoylbenzamide in 10 ml of trifluoroacetic acid was stirred for 2.5 h. The mixture was concentrated and the residue was triturated with diethyl ether, filtered off with suction and dried. This gave 0.53 g (63% of theory) of N,N-dimethyl-4-carbamoyl-2- sulfamoylbenzamide of m.p. 202-205° C. Reactants: ClCC=1N=C(OC1CCC)C1=CC=CC=C1 (4-chloromethyl-2-phenyl-5-propyloxazole), OC1=CC=C(C=O)C=C1 (4-hydroxybenzaldehyde), C([O-])([O-])=O.[K+].[K+] (potassium carbonate), CN(C=O)C (N,N-dimethylformamide). Run in O (water). Reaction conditions: temperature 60 celsius, time 4 hour. The product is C1(=CC=CC=C1)C=1OC(=C(N1)COC1=CC=C(C=O)C=C1)CCC (4-[(2-phenyl-5-propyl-4-oxazolyl)methoxy]benzaldehyde). Isolated yield 89.2%. As a reaction SMILES: Cl[CH2:2][C:3]1[N:4]=[C:5]([C:11]2[CH:16]=[CH:15][CH:14]=[CH:13][CH:12]=2)[O:6][C:7]=1[CH2:8][CH2:9][CH3:10].[OH:17][C:18]1[CH:25]=[CH:24][C:21]([CH:22]=[O:23])=[CH:20][CH:19]=1.C(=O)([O-])[O-].[K+].[K+].CN(C)C=O>O>[C:11]1([C:5]2[O:6][C:7]([CH2:8][CH2:9][CH3:10])=[C:3]([CH2:2][O:17][C:18]3[CH:25]=[CH:24][C:21]([CH:22]=[O:23])=[CH:20][CH:19]=3)[N:4]=2)[CH:16]=[CH:15][CH:14]=[CH:13][CH:12]=1 |f:2.3.4|. Reported procedure: A mixture of 4-chloromethyl-2-phenyl-5-propyloxazole (2.26 g), 4-hydroxybenzaldehyde (1.33 g), anhydrous potassium carbonate (1.76 g) and N,N-dimethylformamide (50 mL) was stirred at 60° C. for 4 hrs. The reaction mixture was poured into water, and the precipitated solid was collected by filtration and dried with air to give crystals (2.75 g, 89%) of 4-[(2-phenyl-5-propyl-4-oxazolyl)methoxy]benzaldehyde. Recrystallization from ethyl acetate-hexane gave colorless prism crystals. melting point: 76...